describe an organic reaction: reactants, conditions, products, and yield From a dataset of the Open Reaction Database (ORD), a public repository of structured organic reaction records. Reactants: C=CC1=CC=CC=C1 (styrene), CC(C)(C#N)N=NC(C)(C)C#N (AIBN), CC1(CCCC(N1[O])(C)C)C (TEMPO). Yields the product CC(C)(C#N)N=NC(C)(C)C#N.CC1(CCCC(N1[O])(C)C)C (AIBN TEMPO). RXN SMILES: C=CC1C=CC=CC=1.[CH3:9][C:10]([N:14]=[N:15][C:16]([C:19]#[N:20])([CH3:18])[CH3:17])([C:12]#[N:13])[CH3:11].[CH3:21][C:22]1([CH3:31])[N:27]([O:28])[C:26]([CH3:30])([CH3:29])[CH2:25][CH2:24][CH2:23]1>>[CH3:18][C:16]([N:15]=[N:14][C:10]([C:12]#[N:13])([CH3:11])[CH3:9])([C:19]#[N:20])[CH3:17].[CH3:29][C:26]1([CH3:30])[N:27]([O:28])[C:22]([CH3:31])([CH3:21])[CH2:23][CH2:24][CH2:25]1 |f:3.4,^1:24,47|. Procedure details: 5 ml of styrene (43 millimole), 0.0177 g of TETRATEMPO (1.13×10−5 mol) and 3.3 g of AIBN (2×10−5 mol) are used with 7.3 mg of TEMPO (4.7×10−5 mol). The procedure followed is the same as in Example 1. After polymerizing for 5 hours, a polymer is obtained, the chromatogram of which exhibits only a single broad peak (PI=1.4) with a slight shoulder towards the high masses. The reactants are O=C(OC(Cc1ccccc1)C(=O)CCC(=O)N1CCCC1C(=O)O)c1ccccc1, CCOC(C)=O. Product: O=C(CCC(=O)N1CCCC1C(=O)O)C(Cc1ccccc1)OCc1ccccc1. RXN SMILES: [C:1]([c:2]1[cH:3][cH:4][cH:5][cH:6][cH:7]1)(=[O:8])[O:9][CH:10]([C:11]([CH2:12][CH2:13][C:14](=[O:15])[N:16]1[CH:17]([C:18](=[O:19])[OH:20])[CH2:21][CH2:22][CH2:23]1)=[O:24])[CH2:25][c:26]1[cH:27][cH:28][cH:29][cH:30][cH:31]1.[CH3:32][CH2:33][O:34][C:35](=[O:36])[CH3:37]>>[CH2:1]([c:2]1[cH:3][cH:4][cH:5][cH:6][cH:7]1)[O:9][CH:10]([C:11]([CH2:12][CH2:13][C:14](=[O:15])[N:16]1[CH:17]([C:18](=[O:19])[OH:20])[CH2:21][CH2:22][CH2:23]1)=[O:24])[CH2:25][c:26]1[cH:27][cH:28][cH:29][cH:30][cH:31]1. The reactants are O=C([O-])[O-], CCC(C)=O, CCOC(C)=O, CC1CN(C(=O)CCl)C(C)CN1Cc1ccc(F)cc1, CNS(=O)(=O)c1cc(Cl)ccc1O, [I-], [K+], [K+], [K+]. The product is CNS(=O)(=O)c1cc(Cl)ccc1OCC(=O)N1CC(C)N(Cc2ccc(F)cc2)CC1C. As a reaction SMILES: [C:34](=[O:35])([O-:36])[O-:37].[CH3:42][C:43](=[O:44])[CH2:45][CH3:46].[CH3:47][CH2:48][O:49][C:50](=[O:51])[CH3:52].[Cl:1][CH2:2][C:3](=[O:4])[N:5]1[CH:6]([CH3:20])[CH2:7][N:8]([CH2:12][c:13]2[cH:14][cH:15][c:16]([F:19])[cH:17][cH:18]2)[CH:9]([CH3:11])[CH2:10]1.[Cl:21][c:22]1[cH:23][cH:24][c:25]([OH:33])[c:26]([S:28](=[O:29])(=[O:30])[NH:31][CH3:32])[cH:27]1.[I-:41].[K+:38].[K+:39].[K+:40]>>[CH2:2]([C:3](=[O:4])[N:5]1[CH:6]([CH3:20])[CH2:7][N:8]([CH2:12][c:13]2[cH:14][cH:15][c:16]([F:19])[cH:17][cH:18]2)[CH:9]([CH3:11])[CH2:10]1)[O:33][c:25]1[cH:24][cH:23][c:22]([Cl:21])[cH:27][c:26]1[S:28](=[O:29])(=[O:30])[NH:31][CH3:32]. Starting materials: c1ccc(CN(Cc2ccccc2)C2CCC(N3CCOCC3)CC2)cc1, CCO, CO, Cl. The product is NC1CCC(N2CCOCC2)CC1. As a reaction SMILES: [CH2:1]([N:8]([CH2:2][c:3]1[cH:4][cH:5][cH:6][cH:7][cH:21]1)[CH:9]1[CH2:10][CH2:11][CH:12]([N:15]2[CH2:16][CH2:17][O:18][CH2:19][CH2:20]2)[CH2:13][CH2:14]1)[c:22]1[cH:23][cH:24][cH:25][cH:26][cH:27]1.[CH3:28][CH2:29][OH:30].[CH3:32][OH:33].[ClH:31]>>[NH2:8][CH:9]1[CH2:10][CH2:11][CH:12]([N:15]2[CH2:16][CH2:17][O:18][CH2:19][CH2:20]2)[CH2:13][CH2:14]1.